From a dataset of the Open Reaction Database (ORD), a public repository of structured organic reaction records. describe an organic reaction: reactants, conditions, products, and yield Starting materials: C=1C=C[NH+]=CC1.[O-][Cr](=O)(=O)Cl (PCC), C1(=CC=CC=C1)[Mg]Br (phenylmagnesium bromide), C(C)(C)N(C(CN1C2=C(N(C(C(C1=O)(CC=O)C)=O)C1=CC=CC=C1)C=CC=C2)=O)C2=CC=CC=C2 (N-Isopropyl-2-[3-methyl-2,4-dioxo-3-(2-oxoethyl)-5-phenyl-2,3,4,5-tetrahydro-benzo[b][1,4]diazepin-1-yl]-N-phenyl acetamide), Intermediate 9. Solvent: C1CCOC1 (THF), C1CCOC1 (THF), Cl (HCl). Reaction conditions: time 60 minute. Yields the product C(C)(C)N(C(CN1C2=C(N(C(C(C1=O)(CC(=O)C1=CC=CC=C1)C)=O)C1=CC=CC=C1)C=CC=C2)=O)C2=CC=CC=C2 (N-Isopropyl-2-[3-methyl-2,4-dioxo-3-(2-phenyl-2-oxoethyl)-5-phenyl-2,3,4,5-tetrahydro-benzo[b][1,4]diazepin-1-yl]-N-phenyl acetamide). Reaction SMILES: [C:1]1([Mg]Br)[CH:6]=[CH:5][CH:4]=[CH:3][CH:2]=1.[CH:9]([N:12]([C:39]1[CH:44]=[CH:43][CH:42]=[CH:41][CH:40]=1)[C:13](=[O:38])[CH2:14][N:15]1[C:21](=[O:22])[C:20]([CH3:26])([CH2:23][CH:24]=[O:25])[C:19](=[O:27])[N:18]([C:28]2[CH:33]=[CH:32][CH:31]=[CH:30][CH:29]=2)[C:17]2[CH:34]=[CH:35][CH:36]=[CH:37][C:16]1=2)([CH3:11])[CH3:10].C1C=C[NH+]=CC=1.[O-][Cr](Cl)(=O)=O>C1COCC1.Cl>[CH:9]([N:12]([C:39]1[CH:40]=[CH:41][CH:42]=[CH:43][CH:44]=1)[C:13](=[O:38])[CH2:14][N:15]1[C:21](=[O:22])[C:20]([CH3:26])([CH2:23][C:24]([C:1]2[CH:6]=[CH:5][CH:4]=[CH:3][CH:2]=2)=[O:25])[C:19](=[O:27])[N:18]([C:28]2[CH:29]=[CH:30][CH:31]=[CH:32][CH:33]=2)[C:17]2[CH:34]=[CH:35][CH:36]=[CH:37][C:16]1=2)([CH3:11])[CH3:10] |f:2.3|. Procedure: A solution of 0.23 mL of 1.0M phenylmagnesium bromide in THF is added to a solution of 0.10 g (0.21 mmol) of N-Isopropyl-2-[3-methyl-2,4-dioxo-3-(2-oxoethyl)-5-phenyl-2,3,4,5-tetrahydro-benzo[b][1,4]diazepin-1-yl]-N-phenyl acetamide, prepared as in Intermediate 9, in 2 mL of THF at 0° C. After stirring at room temperature for 60 min the reaction is diluted with 10 mL of 1N HCl and extracted with EtOAc (×3). The organic extract is washed with sat. NaHCO3 and brine, dried over MgSO4 and concentrat... The reactants are ClCC=1N=NC(=CC1)C1=NC=CC=C1F (3-(chloromethyl)-6-(3-fluoropyridin-2-yl)pyridazine), [N-]=[N+]=[N-].[Na+] (NaN3). Solvent: CN(C)C=O (DMF). Run at time 5 hour. The product is N(=[N+]=[N-])CC=1N=NC(=CC1)C1=NC=CC=C1F (3-(azidomethyl)-6-(3-fluoropyridin-2-yl)pyridazine). Isolated yield 41.0%. RXN SMILES: Cl[CH2:2][C:3]1[N:4]=[N:5][C:6]([C:9]2[C:14]([F:15])=[CH:13][CH:12]=[CH:11][N:10]=2)=[CH:7][CH:8]=1.[N-:16]=[N+:17]=[N-:18].[Na+]>CN(C=O)C>[N:16]([CH2:2][C:3]1[N:4]=[N:5][C:6]([C:9]2[C:14]([F:15])=[CH:13][CH:12]=[CH:11][N:10]=2)=[CH:7][CH:8]=1)=[N+:17]=[N-:18] |f:1.2|. Procedure: 3-(azidomethyl)-6-(3-fluoropyridin-2-yl)pyridazine. A solution of 3-(3-fluoropyridin-2-yl)-6-methylpyridazine (200 mg, 1.05 mmol) in 5 mL of DCE was treated with trichloroisocyanuric acid (98 mg, 0.42 mmol). The mixture was heated at 90° C. for 1 h. The mixture was cooled to RT and the precipitate was filtered off with a fritted funnel and rinsed with 2×20 mL of DCM. The brown solid was discarded. The filtrate was washed with 2×5 mL of 0.5 M NaOH (aq.) followed by brine (5 mL), dried over Na2SO4... Starting materials: ClC1=C(C(=C2C=CC(=NC2=C1)C)C1=CC=C(C=C1)Cl)C=C (7-chloro-5-(4-chlorophenyl)-2-methyl-6-vinylquinoline), FC(S(=O)(=O)OC1=C(C=C2C=CC=NC2=C1C1=CC=C(C=C1)Cl)C)(F)F (8-(4-chlorophenyl)-6-methylquinolin-7-yl trifluoromethanesulfonate). Product: ClC1=CC=C(C=C1)C=1C(=C(C=C2C=CC=NC12)C)C=C (8-(4-chlorophenyl)-6-methyl-7-vinylquinoline). As a reaction SMILES: Cl[C:2]1C=C2C(C=CC(C)=N2)=C(C2C=CC(Cl)=CC=2)[C:3]=1C=C.FC(F)(F)S(O[C:28]1[C:37]([C:38]2[CH:43]=[CH:42][C:41]([Cl:44])=[CH:40][CH:39]=2)=[C:36]2[C:31]([CH:32]=[CH:33][CH:34]=[N:35]2)=[CH:30][C:29]=1[CH3:45])(=O)=O>>[Cl:44][C:41]1[CH:42]=[CH:43][C:38]([C:37]2[C:28]([CH:2]=[CH2:3])=[C:29]([CH3:45])[CH:30]=[C:31]3[C:36]=2[N:35]=[CH:34][CH:33]=[CH:32]3)=[CH:39][CH:40]=1. Reported procedure: Compound 4E was prepared following the procedure used to prepare compound 1G of Example 1, except that 8-(4-chlorophenyl)-6-methylquinolin-7-yl trifluoromethanesulfonate (4D) was used instead of compound 1F. LCMS-ESI+ (m/z): 280.2, 282.2 (M+H)+. Reactants: CO, COC(=O)C1CCc2nc(C(C)(C)C(F)(F)F)ccc2C1, [Na+], [OH-], O. Product: CC(C)(c1ccc2c(n1)CCC(C(=O)O)C2)C(F)(F)F. RXN SMILES: [CH3:24][OH:25].[F:1][C:2]([C:3]([CH3:4])([CH3:5])[c:6]1[n:7][c:8]2[c:13]([cH:14][cH:15]1)[CH2:12][CH:11]([C:16](=[O:17])[O:18][CH3:19])[CH2:10][CH2:9]2)([F:20])[F:21].[Na+:23].[OH-:22].[OH2:26]>>[F:1][C:2]([C:3]([CH3:4])([CH3:5])[c:6]1[n:7][c:8]2[c:13]([cH:14][cH:15]1)[CH2:12][CH:11]([C:16](=[O:17])[OH:18])[CH2:10][CH2:9]2)([F:20])[F:21]. Reactants: O=C(O)CCCCCCCCCBr, CO, O=S(=O)(O)O. Product: COC(=O)CCCCCCCCCBr. As a reaction SMILES: [Br:1][CH2:2][CH2:3][CH2:4][CH2:5][CH2:6][CH2:7][CH2:8][CH2:9][CH2:10][C:11](=[O:12])[OH:13].[CH3:14][OH:15].[S:16](=[O:17])(=[O:18])([OH:19])[OH:20]>>[Br:1][CH2:2][CH2:3][CH2:4][CH2:5][CH2:6][CH2:7][CH2:8][CH2:9][CH2:10][C:11]([O:12][CH3:14])=[O:13]. Reactants: C(CCCCCC)[C@@H]1CC[C@H](CC1)COC1=CC=C(C=CC(=O)OC)C=C1 (methyl 4-[(trans-4-heptylcyclohexyl)methoxy]cinnamate), S(O)(O)(=O)=O (sulfuric acid). Run in [OH-].[K+] (potassium hydroxide). Reaction conditions: time 16 hour. The product is C(CCCCCC)[C@@H]1CC[C@H](CC1)COC1=CC=C(C=CC(=O)O)C=C1 (4-[(trans-4-heptylcyclohexyl)methoxy]cinnamic acid). As a reaction SMILES: [CH2:1]([C@H:8]1[CH2:13][CH2:12][C@H:11]([CH2:14][O:15][C:16]2[CH:27]=[CH:26][C:19]([CH:20]=[CH:21][C:22]([O:24]C)=[O:23])=[CH:18][CH:17]=2)[CH2:10][CH2:9]1)[CH2:2][CH2:3][CH2:4][CH2:5][CH2:6][CH3:7].S(=O)(=O)(O)O>[OH-].[K+]>[CH2:1]([C@H:8]1[CH2:9][CH2:10][C@H:11]([CH2:14][O:15][C:16]2[CH:17]=[CH:18][C:19]([CH:20]=[CH:21][C:22]([OH:24])=[O:23])=[CH:26][CH:27]=2)[CH2:12][CH2:13]1)[CH2:2][CH2:3][CH2:4][CH2:5][CH2:6][CH3:7] |f:2.3|. Reported procedure: A mixture of 8 g of methyl 4-[(trans-4-heptylcyclohexyl)methoxy]cinnamate and 50 ml of 10 percent methanolic potassium hydroxide solution is allowed to stand for 16 hours at room temperature. Thereafter, acidification is effected with aqueous 1 N sulfuric acid with continuous stirring and with cooling, extraction is effected with methylene chloride and the organic phase is washed several times with water, dried over magnesium sulfate and evaporated down. Crystallization from hexane/ethyl acetate... Reactants: O=C1CCC(=O)N1Br, CS(=O)[O-], Cc1c(-c2ccnc3cc(Cl)ccc23)c2cc(Cl)ccc2n1CC(=O)O, [Na+], CN(C)C=O. The product is CS(=O)(=O)Cc1c(-c2ccnc3cc(Cl)ccc23)c2cc(Cl)ccc2n1CC(=O)O. RXN SMILES: [Br:1][N:2]1[C:3](=[O:4])[CH2:5][CH2:6][C:7]1=[O:8].[CH3:35][S:36](=[O:37])[O-:38].[Cl:9][c:10]1[cH:11][c:12]2[c:13](-[c:24]3[cH:25][cH:26][n:27][c:28]4[cH:29][c:30]([Cl:34])[cH:31][cH:32][c:33]34)[c:14]([CH3:23])[n:15]([CH2:19][C:20](=[O:21])[OH:22])[c:16]2[cH:17][cH:18]1.[Na+:39].[O:40]=[CH:41][N:42]([CH3:43])[CH3:44]>>[Cl:9][c:10]1[cH:11][c:12]2[c:13](-[c:24]3[cH:25][cH:26][n:27][c:28]4[cH:29][c:30]([Cl:34])[cH:31][cH:32][c:33]34)[c:14]([CH2:23][S:36]([CH3:35])(=[O:37])=[O:38])[n:15]([CH2:19][C:20](=[O:21])[OH:22])[c:16]2[cH:17][cH:18]1. The reactants are CC(=CCC/C(=C/CC/C(=C/CCC1(CCC2=C(O1)C=CC(=C2)O)C)/C)/C)C (Tocotrienol), CC(=CCC/C(=C/CC/C(=C/CCC1(CCC2=C(O1)C=CC(=C2)O)C)/C)/C)C (tocotrienol), CCCCCC.C(C)OC(C)=O (n-hexane ethylacetate). The product is CC1=CC(=CC2=C1O[C@](CC2)(C)CC/C=C(\C)/CC/C=C(\C)/CCC=C(C)C)O (δ-tocotrienol). RXN SMILES: [CH3:1][C:2]([CH3:28])=[CH:3][CH2:4][CH2:5]/[C:6](/[CH3:27])=[CH:7]/[CH2:8][CH2:9]/[C:10](/[CH3:26])=[CH:11]/[CH2:12][CH2:13][C:14]1([CH3:25])[O:19][C:18]2[CH:20]=[CH:21][C:22]([OH:24])=[CH:23][C:17]=2[CH2:16][CH2:15]1.[CH3:29]CCCCC.C(OC(=O)C)C>>[CH3:29][C:20]1[C:18]2[O:19][C@@:14]([CH2:13][CH2:12]/[CH:11]=[C:10](/[CH2:9][CH2:8]/[CH:7]=[C:6](/[CH2:5][CH2:4][CH:3]=[C:2]([CH3:28])[CH3:1])\[CH3:27])\[CH3:26])([CH3:25])[CH2:15][CH2:16][C:17]=2[CH:23]=[C:22]([OH:24])[CH:21]=1 |f:1.2|. Reported procedure: Tocotrienol isomers were derived from tocotrienol rich fraction of palm oil received from First Tech International Ltd., Hong Kong and was fractionated using silica gel column chromatography with n-hexane/ethylacetate (gradient elution) as a mobile phase to yield pure δ-tocotrienol.